From a dataset of the Open Reaction Database (ORD), a public repository of structured organic reaction records. describe an organic reaction: reactants, conditions, products, and yield Reactants: CCOc1ccc(C=O)cc1OCC, CC(=O)[O-], CC(=O)O, [Na+], O, O=C1CSC(=S)N1. Product: CCOc1ccc(C=C2SC(=S)NC2=O)cc1OCC. RXN SMILES: [CH2:1]([CH3:2])[O:3][c:4]1[cH:5][c:6]([CH:7]=[O:8])[cH:9][cH:10][c:11]1[O:12][CH2:13][CH3:14].[CH3:23][C:24](=[O:25])[O-:26].[CH3:27][C:28](=[O:29])[OH:30].[Na+:22].[OH2:31].[S:15]1[C:16](=[S:17])[NH:18][C:19](=[O:20])[CH2:21]1>>[CH2:1]([CH3:2])[O:3][c:4]1[cH:5][c:6]([CH:7]=[C:21]2[S:15][C:16](=[S:17])[NH:18][C:19]2=[O:20])[cH:9][cH:10][c:11]1[O:12][CH2:13][CH3:14]. Starting materials: C1COCCO1, CCO, Cl, N#CCc1ccccc1. The product is Cl, CCOC(=N)Cc1ccccc1. RXN SMILES: [CH2:14]1[O:15][CH2:16][CH2:17][O:18][CH2:19]1.[CH3:10][CH2:11][OH:12].[ClH:13].[c:1]1([CH2:7][C:8]#[N:9])[cH:2][cH:3][cH:4][cH:5][cH:6]1>>[ClH:13].[c:1]1([CH2:7][C:8](=[NH:9])[O:12][CH2:11][CH3:10])[cH:2][cH:3][cH:4][cH:5][cH:6]1.